This data is from the Open Reaction Database (ORD), a public repository of structured organic reaction records. The task is: describe an organic reaction: reactants, conditions, products, and yield The reactants are C1(CCCC1)N1CCN(CC1)C(=O)C=1C=C2C=C(NC2=CC1)C(=O)N1CCC(CC1)(F)F ([5-(4-Cyclopentyl-piperazine-1-carbonyl)-1H-indol-2-yl]-(4,4-difluoro-piperidin-1-yl)-methanone), C(#N)C=1C=C(C=CC1)B(O)O (3-cyanophenylboronic acid), N1=CC=CC=C1 (pyridine). The reagents and catalysts are C(C)(=O)[O-].[Cu+2].C(C)(=O)[O-] (copper(II) acetate). The solvent is ClCCl (dichloromethane). Yields the product C1(CCCC1)N1CCN(CC1)C(=O)C=1C=C2C=C(N(C2=CC1)C=1C=C(C#N)C=CC1)C(=O)N1CCC(CC1)(F)F (3-[5-(4-Cyclopentyl-piperazine-1-carbonyl)-2-(4,4-difluoro-piperidine-1-carbonyl)-indol-1-yl]-benzonitrile). The yield is 39.0%. Reaction SMILES: [CH:1]1([N:6]2[CH2:11][CH2:10][N:9]([C:12]([C:14]3[CH:15]=[C:16]4[C:20](=[CH:21][CH:22]=3)[NH:19][C:18]([C:23]([N:25]3[CH2:30][CH2:29][C:28]([F:32])([F:31])[CH2:27][CH2:26]3)=[O:24])=[CH:17]4)=[O:13])[CH2:8][CH2:7]2)[CH2:5][CH2:4][CH2:3][CH2:2]1.[C:33]([C:35]1[CH:36]=[C:37](B(O)O)[CH:38]=[CH:39][CH:40]=1)#[N:34].N1C=CC=CC=1>ClCCl.C([O-])(=O)C.[Cu+2].C([O-])(=O)C>[CH:1]1([N:6]2[CH2:7][CH2:8][N:9]([C:12]([C:14]3[CH:15]=[C:16]4[C:20](=[CH:21][CH:22]=3)[N:19]([C:39]3[CH:40]=[C:35]([CH:36]=[CH:37][CH:38]=3)[C:33]#[N:34])[C:18]([C:23]([N:25]3[CH2:26][CH2:27][C:28]([F:31])([F:32])[CH2:29][CH2:30]3)=[O:24])=[CH:17]4)=[O:13])[CH2:10][CH2:11]2)[CH2:5][CH2:4][CH2:3][CH2:2]1 |f:4.5.6|. Procedure: The title compound was synthesized in analogy to example 66, from [5-(4-cyclopentyl-piperazine-1-carbonyl)-1H-indol-2-yl]-(4,4-difluoro-piperidin-1-yl)-methanone (example 8), 3-cyanophenylboronic acid, copper(II) acetate and pyridine in dichloromethane, to give the desired product as a white foam (39%). The reactants are [Li]CCCC, CCCCCC, Cl, COC(=O)c1c(C(F)F)nc(C(F)(F)F)c(C=O)c1CC(C)C, O, c1ccoc1. Reaction SMILES: [CH3:1][CH2:2][CH2:3][CH2:4][Li:5].[CH3:35][CH2:36][CH2:37][CH2:38][CH2:39][CH3:40].[ClH:34].[F:11][CH:12]([c:13]1[n:14][c:15]([C:29]([F:30])([F:31])[F:32])[c:16]([CH:27]=[O:28])[c:17]([CH2:23][CH:24]([CH3:25])[CH3:26])[c:18]1[C:19](=[O:20])[O:21][CH3:22])[F:33].[OH2:41].[cH:6]1[cH:7][cH:8][o:9][cH:10]1>>[cH:6]1[cH:7][c:8]([CH:27]([c:16]2[c:15]([C:29]([F:30])([F:31])[F:32])[n:14][c:13]([CH:12]([F:11])[F:33])[c:18]([C:19](=[O:20])[O:21][CH3:22])[c:17]2[CH2:23][CH:24]([CH3:25])[CH3:26])[OH:28])[o:9][cH:10]1. Product: COC(=O)c1c(C(F)F)nc(C(F)(F)F)c(C(O)c2ccco2)c1CC(C)C. Starting materials: CC(=O)O, CC(C)O, CCOC(=O)CC(=O)CCl, O=Cc1ccc(Cl)cc1Cl, NCc1ccccc1. The product is CCOC(=O)C(=Cc1ccc(Cl)cc1Cl)C(=O)CCl. Reaction SMILES: [CH3:29][C:30](=[O:31])[OH:32].[CH:33]([OH:34])([CH3:35])[CH3:36].[Cl:11][CH2:12][C:13]([CH2:14][C:15](=[O:16])[O:17][CH2:18][CH3:19])=[O:20].[Cl:1][c:2]1[c:3]([CH:4]=[O:5])[cH:6][cH:7][c:8]([Cl:10])[cH:9]1.[NH2:21][CH2:22][c:23]1[cH:24][cH:25][cH:26][cH:27][cH:28]1>>[Cl:1][c:2]1[c:3]([CH:4]=[C:14]([C:13]([CH2:12][Cl:11])=[O:20])[C:15](=[O:16])[O:17][CH2:18][CH3:19])[cH:6][cH:7][c:8]([Cl:10])[cH:9]1. The reactants are C(O)([O-])=O.[Na+] (sodium hydrogencarbonate), BrC=1C=C(C=C(C1O[Si](C)(C)C(C)(C)C)OC)CCC(=O)OCC (ethyl 3-[3-bromo-4-(t-butyldimethylsilyloxy)-5-methoxyphenyl]propionate), solution, [F-].C(CCC)[N+](CCCC)(CCCC)CCCC (tetrabutylammonium fluoride). Solvent: C1CCOC1 (THF), C1CCOC1 (THF). Reaction conditions: time 1.5 hour. Product: BrC=1C=C(C=C(C1O)OC)CCC(=O)OCC (ethyl 3-(3-bromo-4-hydroxy-5-methoxyphenyl)propionate). The yield is 99.5%. RXN SMILES: [Br:1][C:2]1[CH:3]=[C:4]([CH2:18][CH2:19][C:20]([O:22][CH2:23][CH3:24])=[O:21])[CH:5]=[C:6]([O:16][CH3:17])[C:7]=1[O:8][Si](C(C)(C)C)(C)C.[F-].C([N+](CCCC)(CCCC)CCCC)CCC.C(=O)([O-])O.[Na+]>C1COCC1>[Br:1][C:2]1[CH:3]=[C:4]([CH2:18][CH2:19][C:20]([O:22][CH2:23][CH3:24])=[O:21])[CH:5]=[C:6]([O:16][CH3:17])[C:7]=1[OH:8] |f:1.2,3.4|. Procedure details: A solution of Intermediate 18 (750 mg) in THF (50 ml) was added with a 1 M solution of tetrabutylammonium fluoride in THF (5 ml, TCI), and stirred for 1.5 hours. The reaction mixture was added with saturated aqueous sodium hydrogencarbonate (30 ml), and extracted with ethyl acetate (50 ml). The organic layer was washed with saturated brine and dried, and then the solvent was evaporated under reduced pressure. The residue was purified by flash column chromatography (hexane:ethyl acetate=4:1) to o... Reactants: C1(=CC=CC=C1)N1C(=NC(C1)=O)N (1-phenyl-2-amino-4-oxo-2-imidazoline), base, [OH-].[Na+] (sodium hydroxide), COS(=O)(=O)F (methylfluorosulfonate), acid. Run in C(Cl)Cl (methylene chloride). Run at time 20 hour. Yields the product C1(=CC=CC=C1)N1C(N(C(C1)=O)C)=N (1-Phenyl-2-imino-3-methyl-4-oxoimidazolidine). RXN SMILES: [C:1]1([N:7]2[CH2:11][C:10](=[O:12])[N:9]=[C:8]2[NH2:13])[CH:6]=[CH:5][CH:4]=[CH:3][CH:2]=1.[CH3:14]OS(F)(=O)=O.[OH-].[Na+]>C(Cl)Cl>[C:1]1([N:7]2[CH2:11][C:10](=[O:12])[N:9]([CH3:14])[C:8]2=[NH:13])[CH:2]=[CH:3][CH:4]=[CH:5][CH:6]=1 |f:2.3|. Procedure details: A mixture of 1.2 g. of 1-phenyl-2-amino-4-oxo-2-imidazoline, 15 ml. methylene chloride and 3.6 ml. of methylfluorosulfonate was left to stir at room temperature for 20 hours. The reaction was stopped and filtered to give 1.9 g. (94%) of the acid salt of the product. The isolation of the free base (m.p. 164°) is made by treating the salt with aqueous sodium hydroxide.